From a dataset of the Open Reaction Database (ORD), a public repository of structured organic reaction records. describe an organic reaction: reactants, conditions, products, and yield Product: O=C1OCCCC1=Cc1ccccc1O. Starting materials: O=C1CCCCO1, Cc1ccccc1, O=Cc1ccccc1O. As a reaction SMILES: [C:10]1(=[O:16])[CH2:11][CH2:12][CH2:13][CH2:14][O:15]1.[CH3:17][c:18]1[cH:19][cH:20][cH:21][cH:22][cH:23]1.[CH:1](=[O:2])[c:3]1[cH:4][cH:5][cH:6][cH:7][c:8]1[OH:9]>>[CH:1]([c:3]1[cH:4][cH:5][cH:6][cH:7][c:8]1[OH:9])=[C:11]1[C:10](=[O:16])[O:15][CH2:14][CH2:13][CH2:12]1. The reactants are C(CCC)OC1=C(C=CC=C1)C1=CC(=NC(N1)=O)C1=CC(=C(C=C1)O)C (6-[2-(butyloxy)phenyl]-4-(4-hydroxy-3-methylphenyl)pyrimidin-2-(1H)-one), Cannabinoid, C(C=C)OC1=C(C(=O)OC)C=CC=C1 (methyl 2-(prop-2-en-yloxy)benzoate), Aminoalkylindoles. Product: OC1=C(C=C(C=C1)C1=NC(NC(=C1)C1=C(C=CC=C1)OCC=C)=O)C (4-(4-hydroxy-3-methylphenyl)-6-[2-(prop-2-en-1-yloxy)phenyl]pyrimidin-2(1H)-one). RXN SMILES: [CH2:1]([O:5][C:6]1[CH:11]=[CH:10][CH:9]=[CH:8][C:7]=1[C:12]1[NH:17][C:16](=[O:18])[N:15]=[C:14]([C:19]2[CH:24]=[CH:23][C:22]([OH:25])=[C:21]([CH3:26])[CH:20]=2)[CH:13]=1)[CH2:2][CH2:3]C.C(OC1C=CC=CC=1C(OC)=O)C=C>>[OH:25][C:22]1[CH:23]=[CH:24][C:19]([C:14]2[CH:13]=[C:12]([C:7]3[CH:8]=[CH:9][CH:10]=[CH:11][C:6]=3[O:5][CH2:1][CH:2]=[CH2:3])[NH:17][C:16](=[O:18])[N:15]=2)=[CH:20][C:21]=1[CH3:26]. Procedure details: Using the same or analogous synthetic techniques described in Example 1, Using the same or analogous synthetic techniques described in Example 1, 6-[2-(butyloxy)phenyl]-4-(4-hydroxy-3-methylphenyl)pyrimidin-2-(1H)-one was prepared by replacing methyl 2-{[2-(methyloxy)ethyl]oxy}benzoate with methyl 2-(prop-2-en-yloxy)benzoate prepared according to Eissenstat, Michael A.; Bell, Malcolm R.; D'Ambra, Thomas E.; Alexander, E. John; Daum, Sol J.; Ackerman, James H.; Gruett, Monte D.; Kumar, Virendra; ... The reactants are [NH4+].[Cl-] (NH4Cl), CC(=O)C.C(=O)=O (acetone dry ice), C(C1=CC=CC=C1)C=1C(=NC2=CC=C(C=C2C1Cl)Br)C(F)(F)F (3-benzyl-6-bromo-4-chloro-2-(trifluoromethyl)quinoline), C(C1=CC=CC=C1)C=1C(=NC2=CC=C(C=C2C1Cl)Br)C(F)(F)F (3-benzyl-6-bromo-4-chloro-2-(trifluoromethyl)quinoline), CN1C=NC=C1C(=O)C1CCN(CC1)C(=O)OC(C)(C)C (tert-Butyl 4-(1-methyl-1H-imidazole-5-carbonyl)piperidine-1-carboxylate), CN1C=NC=C1C(=O)C1CCN(CC1)C(=O)OC(C)(C)C (tert-Butyl 4-(1-methyl-1H-imidazole-5-carbonyl)piperidine-1-carboxylate), [Li]CCCC (n-BuLi). Solvent: C1CCOC1 (THF). Reaction conditions: temperature -78 celsius, time 10 minute. Product: C(C1=CC=CC=C1)C=1C(=NC2=CC=C(C=C2C1Cl)C(C1CCN(CC1)C(C)=O)(C1=CN=CN1C)O)C(F)(F)F.C(=O)(C(F)(F)F)O (1-(4-((3-Benzyl-4-chloro-2-(trifluoromethyl)quinolin-6-yl)(hydroxy)(1-methyl-1H-imidazol-5-yl)methyl)piperidin-1-yl)ethanone•TFA), C(=O)(C(F)(F)F)O (TFA). RXN SMILES: [CH2:1]([C:8]1[C:9]([C:20]([F:23])([F:22])[F:21])=[N:10][C:11]2[C:16]([C:17]=1[Cl:18])=[CH:15][C:14](Br)=[CH:13][CH:12]=2)[C:2]1[CH:7]=[CH:6][CH:5]=[CH:4][CH:3]=1.[CH3:24][N:25]1[C:29]([C:30]([CH:32]2[CH2:37][CH2:36][N:35]([C:38]([O:40]C(C)(C)C)=[O:39])[CH2:34][CH2:33]2)=[O:31])=[CH:28][N:27]=[CH:26]1.[Li][CH2:46]CCC.CC(C)=O.[C:54](=[O:56])=[O:55].[NH4+].[Cl-]>C1COCC1>[CH2:1]([C:8]1[C:9]([C:20]([F:23])([F:22])[F:21])=[N:10][C:11]2[C:16]([C:17]=1[Cl:18])=[CH:15][C:14]([C:30]([OH:31])([C:29]1[N:25]([CH3:24])[CH:26]=[N:27][CH:28]=1)[CH:32]1[CH2:37][CH2:36][N:35]([C:38](=[O:40])[CH3:46])[CH2:34][CH2:33]1)=[CH:13][CH:12]=2)[C:2]1[CH:7]=[CH:6][CH:5]=[CH:4][CH:3]=1.[C:54]([OH:56])([C:20]([F:23])([F:22])[F:21])=[O:55].[C:38]([OH:40])([C:20]([F:23])([F:22])[F:21])=[O:39] |f:3.4,5.6,8.9|. Procedure details: A mixture of 3-benzyl-6-bromo-4-chloro-2-(trifluoromethyl)quinoline (632 mg, 1.58 mmol, Intermediate 72: step b), 1-(4-(1-methyl-1H-imidazole-5-carbonyl)piperidin-1-yl)ethanone (371 mg, 1.58 mmol, Intermediate 58: step c), and 15 mL of THF was sparged with N2 and cooled to −78° C. To the mixture was added n-BuLi (1.6 M in hexanes, 2.6 mL, 4.2 mmol) dropwise. The reaction mixture was stirred at −78° C. for 10 minutes, then the acetone-dry ice bath was replaced with a water-ice bath. Stirring was ... Product: CC1CC(N2CCCCC2)CCN1C(=O)OC(C)(C)C. As a reaction SMILES: [C:1]([CH3:2])([CH3:3])([CH3:4])[O:5][C:6](=[O:7])[N:8]1[CH2:9][CH2:10][CH:11]([N:14]2[CH2:15][CH2:16][CH2:17][CH2:18][CH2:19]2)[CH2:12][CH2:13]1.[CH3:20][N:21]([CH3:22])[CH2:23][CH2:24][N:25]([CH3:26])[CH3:27].[CH3:33][O:34][S:35]([O:36][CH3:37])(=[O:38])=[O:39].[CH3:40][CH2:41][O:42][CH2:43][CH3:44].[CH:28]([Li:29])([CH2:30][CH3:31])[CH3:32]>>[C:1]([CH3:2])([CH3:3])([CH3:4])[O:5][C:6](=[O:7])[N:8]1[CH2:9][CH2:10][CH:11]([N:14]2[CH2:15][CH2:16][CH2:17][CH2:18][CH2:19]2)[CH2:12][CH:13]1[CH3:20]. The reactants are CC(C)(C)OC(=O)N1CCC(N2CCCCC2)CC1, CN(C)CCN(C)C, COS(=O)(=O)OC, CCOCC, [Li]C(C)CC. The reactants are ClC1=CC=CC(=N1)C1=NNC2=NC=CN=C21 (3-(6-chloro-2-pyridyl)-1H-pyrazolo[3,4-b]pyrazine), N1CCNCC1 (piperazine). The solvent is CN1CCCC1=O (NMP), CCOC(=O)C (EtOAc). Reaction conditions: temperature 150 celsius. The product is N1(CCNCC1)C1=CC=CC(=N1)C1=NNC2=NC=CN=C21 (3-(6-(piperazin-1-yl)pyridin-2-yl)-1H-pyrazolo[3,4-b]pyrazine). Isolated yield 11.0%. Reaction SMILES: Cl[C:2]1[N:7]=[C:6]([C:8]2[C:16]3[C:11](=[N:12][CH:13]=[CH:14][N:15]=3)[NH:10][N:9]=2)[CH:5]=[CH:4][CH:3]=1.[NH:17]1[CH2:22][CH2:21][NH:20][CH2:19][CH2:18]1>CN1C(=O)CCC1.CCOC(C)=O>[N:17]1([C:2]2[N:7]=[C:6]([C:8]3[C:16]4[C:11](=[N:12][CH:13]=[CH:14][N:15]=4)[NH:10][N:9]=3)[CH:5]=[CH:4][CH:3]=2)[CH2:22][CH2:21][NH:20][CH2:19][CH2:18]1. Reported procedure: A mixture of 3-(6-chloro-2-pyridyl)-1H-pyrazolo[3,4-b]pyrazine (150 mg, 0.6476 mmol) and piperazine (167.4 mg, 1.943 mmol) in NMP (1.5 mL) was heated in microwave at 150° C. for a total of 1.5 h. Mixture cooled to ambient, diluted with EtOAc and washed with sat. NaHCO3 solution (1×), water (2×), brine (1×), dried (MgSO4), filtered and concentrated in vacuo. Crude product purified by ISCO companion (24 g SiO2, 0.5 to 10% MeOH (containing 10% ammonium hydroxide), pure fractions combined and concen... Reactants: ClC=1C=C2C=C(NC2=C(C1)NC1CCCC1)C=1SC[C@H](N1)CCO (2-[(R)-2-(5-chloro-7-cyclopentylamino-1H-indol-2-yl)-4,5-dihydro-thiazol-4-yl]-ethanol), C(C)OC(=O)C=1NC=NC1C (5-methyl-3H-imidazole-4-carboxylic acid ethyl ester). The product is C(C)OC(=O)C=1N(C=NC1C)CC[C@H]1N=C(SC1)C=1NC2=C(C=C(C=C2C1)Cl)NC1CCCC1 (3-{2-[(R)-2-(5-chloro-7-cyclopentylamino-1H-indol-2-yl)-4,5-dihydro-thiazol-4-yl]-ethyl}-5-methyl-3H-imidazole-4-carboxylic acid ethyl ester). RXN SMILES: [Cl:1][C:2]1[CH:3]=[C:4]2[C:8](=[C:9]([NH:11][CH:12]3[CH2:16][CH2:15][CH2:14][CH2:13]3)[CH:10]=1)[NH:7][C:6]([C:17]1[S:18][CH2:19][C@@H:20]([CH2:22][CH2:23]O)[N:21]=1)=[CH:5]2.[CH2:25]([O:27][C:28]([C:30]1[NH:31][CH:32]=[N:33][C:34]=1[CH3:35])=[O:29])[CH3:26]>>[CH2:25]([O:27][C:28]([C:30]1[N:31]([CH2:23][CH2:22][C@@H:20]2[CH2:19][S:18][C:17]([C:6]3[NH:7][C:8]4[C:4]([CH:5]=3)=[CH:3][C:2]([Cl:1])=[CH:10][C:9]=4[NH:11][CH:12]3[CH2:16][CH2:15][CH2:14][CH2:13]3)=[N:21]2)[CH:32]=[N:33][C:34]=1[CH3:35])=[O:29])[CH3:26]. Reported procedure: 2-[(R)-2-(5-chloro-7-cyclopentylamino-1H-indol-2-yl)-4,5-dihydro-thiazol-4-yl]-ethanol prepared in Example 5 and 5-methyl-3H-imidazole-4-carboxylic acid ethyl ester were reacted according to the same procedure as Example 156 to give the title compound.